This data is from the Open Reaction Database (ORD), a public repository of structured organic reaction records. The task is: describe an organic reaction: reactants, conditions, products, and yield Starting materials: C1(CC1)C1=CC=C(CNCCC2=CC(=C(C=C2)F)C(F)(F)F)C=C1 ((4-cyclopropylbenzyl)-[2-(4-fluoro-3-trifluoromethylphenyl)-ethyl]-amine), [BH4-].[Na+] (sodium borohydride), CC1(OC2=C(O1)C=CC(=C2)C=O)C (2,2-dimethyl-benzo[1,3]dioxole-5-carbaldehyde), FC(C=1C=C(C=CC1)CCN)(F)F (2-(3-trifluoromethylphenyl)-ethylamine). The product is CC1(OC2=C(O1)C=CC(=C2)CNCCC2=CC(=CC=C2)C(F)(F)F)C ((2,2-dimethyl-benzo[1,3]dioxol-5-ylmethyl)-[2-(3-trifluoromethyl-phenyl)-ethyl]-amine). RXN SMILES: C1([C:4]2[CH:24]=[CH:23][C:7]([CH2:8][NH:9][CH2:10][CH2:11][C:12]3[CH:17]=[CH:16][C:15](F)=[C:14]([C:19]([F:22])([F:21])[F:20])[CH:13]=3)=[CH:6][CH:5]=2)CC1.[CH3:25][C:26]1([CH3:37])[O:30]C2C=CC(C=O)=CC=2[O:27]1.FC(F)(F)C1C=C(CCN)C=CC=1.[BH4-].[Na+]>>[CH3:25][C:26]1([CH3:37])[O:30][C:4]2[CH:5]=[CH:6][C:7]([CH2:8][NH:9][CH2:10][CH2:11][C:12]3[CH:17]=[CH:16][CH:15]=[C:14]([C:19]([F:20])([F:21])[F:22])[CH:13]=3)=[CH:23][C:24]=2[O:27]1 |f:3.4|. Reported procedure: The title compound was synthesized in analogy to (4-cyclopropylbenzyl)-[2-(4-fluoro-3-trifluoromethylphenyl)-ethyl]-amine (described in example S53) using 84 mg of 2,2-dimethyl-benzo[1,3]dioxole-5-carbaldehyde (0.47 mmol), 89 mg of 2-(3-trifluoromethylphenyl)-ethylamine (0.47 mmol) and 27 mg of sodium borohydride (0.71 mmol). The isolated colorless semisolid (137 mg, 83%) was used in the following step without further purification. 1H NMR (CDCl3, 300 MHz): δ 1.66 (s, 6H), 2.89 (m, 4H), 3.70 (s, ... Starting materials: [Na+], C1COCCO1, [OH-], O, COC(=O)c1cccc2c1CCN(Cc1ccnc3ccccc13)C2. The product is O=C(O)c1cccc2c1CCN(Cc1ccnc3ccccc13)C2. As a reaction SMILES: [Na+:28].[O:29]1[CH2:30][CH2:31][O:32][CH2:33][CH2:34]1.[OH-:27].[OH2:26].[n:1]1[cH:2][cH:3][c:4]([CH2:11][N:12]2[CH2:13][c:14]3[cH:15][cH:16][cH:17][c:18]([C:22](=[O:23])[O:24][CH3:25])[c:19]3[CH2:20][CH2:21]2)[c:5]2[cH:6][cH:7][cH:8][cH:9][c:10]12>>[n:1]1[cH:2][cH:3][c:4]([CH2:11][N:12]2[CH2:13][c:14]3[cH:15][cH:16][cH:17][c:18]([C:22](=[O:23])[OH:24])[c:19]3[CH2:20][CH2:21]2)[c:5]2[cH:6][cH:7][cH:8][cH:9][c:10]12. The reactants are Nc1cc(Br)c(F)cc1F, COC(=O)c1ccc(B2OC(C)(C)C(C)(C)O2)c(C)c1, CCO, [Na+], [Na+], O=C([O-])[O-]. Product: COC(=O)c1ccc(-c2cc(N)c(F)cc2F)c(C)c1. RXN SMILES: [Br:1][c:2]1[c:3]([F:10])[cH:4][c:5]([F:9])[c:6]([NH2:7])[cH:8]1.[CH3:11][c:12]1[cH:13][c:14]([C:15](=[O:16])[O:17][CH3:18])[cH:19][cH:20][c:21]1[B:22]1[O:23][C:24]([CH3:25])([CH3:26])[C:27]([CH3:28])([CH3:29])[O:30]1.[CH3:37][CH2:38][OH:39].[Na+:31].[Na+:32].[O-:33][C:34](=[O:35])[O-:36]>>[c:2]1(-[c:21]2[c:12]([CH3:11])[cH:13][c:14]([C:15](=[O:16])[O:17][CH3:18])[cH:19][cH:20]2)[c:3]([F:10])[cH:4][c:5]([F:9])[c:6]([NH2:7])[cH:8]1. The reactants are [Al+3], CCC(=O)Cl, CCC(=O)Nc1ccccc1, [Cl-], [Cl-], [Cl-], Cl, S=C=S. Yields the product CCC(=O)Nc1ccc(C(=O)CC)cc1. Reaction SMILES: [Al+3:2].[C:16]([CH2:17][CH3:18])(=[O:19])[Cl:20].[C:5]([CH2:6][CH3:7])(=[O:8])[NH:9][c:10]1[cH:11][cH:12][cH:13][cH:14][cH:15]1.[Cl-:1].[Cl-:3].[Cl-:4].[ClH:21].[S:22]=[C:23]=[S:24]>>[C:5]([CH2:6][CH3:7])(=[O:8])[NH:9][c:10]1[cH:11][cH:12][c:13]([C:16]([CH2:17][CH3:18])=[O:19])[cH:14][cH:15]1. The reactants are C(C)(=O)OC(C)=O (acetic anhydride), C(C)(C)(C)C=1N=C(SC1)C=1OC2=C(C1)C=C(C=C2)C=O (4-tert-butyl-2-(5-formylbenzofuran-2-yl)thiazole), Cl.NO (hydroxylamine hydrochloride), CC(=O)[O-].[Na+] (sodium acetate anhydrous). Solvent: C(C)(=O)O (acetic acid), O (water). Reaction conditions: time 3 hour. Product: C(C)(C)(C)C=1N=C(SC1)C=1OC2=C(C1)C=C(C=C2)C#N (4-tert-butyl-2-(5-cyanobenzofuran-2-yl)thiazole). Isolated yield 100.6%. RXN SMILES: [C:1]([C:5]1[N:6]=[C:7]([C:10]2[O:11][C:12]3[CH:18]=[CH:17][C:16]([CH:19]=O)=[CH:15][C:13]=3[CH:14]=2)[S:8][CH:9]=1)([CH3:4])([CH3:3])[CH3:2].Cl.[NH2:22]O.CC([O-])=O.[Na+].C(OC(=O)C)(=O)C>C(O)(=O)C.O>[C:1]([C:5]1[N:6]=[C:7]([C:10]2[O:11][C:12]3[CH:18]=[CH:17][C:16]([C:19]#[N:22])=[CH:15][C:13]=3[CH:14]=2)[S:8][CH:9]=1)([CH3:4])([CH3:3])[CH3:2] |f:1.2,3.4|. Reported procedure: A mixture of 4-tert-butyl-2-(5-formylbenzofuran-2-yl)thiazole (4.46 g), hydroxylamine hydrochloride (3.96 g) and sodium acetate anhydrous (5.0 g) in acetic acid (40 ml) was stirred at ambient temperature for 3 hours. Subsequently, acetic anhydride (13 ml) was added to the mixture. After being stirred for 30 minutes at the same temperature, the reaction mixture was stirred at 120° C. for 2 hours. After being cooled, the mixture was poured into water, followed by collecting by filtration. The prec...